This data is from the Open Reaction Database (ORD), a public repository of structured organic reaction records. The task is: describe an organic reaction: reactants, conditions, products, and yield Starting materials: NC(C(=O)O)CCCC1=CC=C(C=C1)[N+](=O)[O-] (2-Amino-5-(4-nitrophenyl)pentanoic acid), Cl (HCl), CO (MeOH). Run at time 24 hour. Yields the product COC(C(CCCC1=CC=C(C=C1)[N+](=O)[O-])N)=O (2-Amino-5-(4-nitrophenyl)pentanoic acid methyl ester). Yield: 98.0%. RXN SMILES: [NH2:1][CH:2]([CH2:6][CH2:7][CH2:8][C:9]1[CH:14]=[CH:13][C:12]([N+:15]([O-:17])=[O:16])=[CH:11][CH:10]=1)[C:3]([OH:5])=[O:4].Cl.[CH3:19]O>>[CH3:19][O:4][C:3](=[O:5])[CH:2]([NH2:1])[CH2:6][CH2:7][CH2:8][C:9]1[CH:14]=[CH:13][C:12]([N+:15]([O-:17])=[O:16])=[CH:11][CH:10]=1. Reported procedure: A solution of Compound 4 (7.1 g, 29.8 mmol) in MeOH (120 mL) at 0-5° C. was saturated with HCl (g) for 2 h, at which time the mixture was allowed to ambient temperature and then was stirred for 24 h. The resulting mixture was concentrated in vacuo to provide technically pure product 5 (7.4 g, 98%) as an acidic salt. 1H NMR (D2O, 300 MHz) δ 1.50-1.93 (m, 4H), 2.67 (t, J=7.1 Hz, 2H), 3.68 (s, 3H), 4.03 (t, J=5.9 Hz, 1H), 7.30 (d, J=8.4 Hz, 2H), 8.03 (d, 2H, J=8.2 Hz, 2H); 13C NMR (D2O, 300 MHz) δ ...